From a dataset of the Open Reaction Database (ORD), a public repository of structured organic reaction records. describe an organic reaction: reactants, conditions, products, and yield Reactants: ClC=1N=C(NC1CC)C(=O)N[C@@H]1[C@@H](CN(CC1)C=1SC(=C(N1)C(=O)O)C(=O)OCC)OCCC (cis(±)-2-(4-{[(4-Chloro-5-ethyl-1H-imidazol-2-yl)carbonyl]amino}-3-propoxypiperidin-1-yl)-5-(ethoxycarbonyl)-1,3-thiazole-4-carboxylic acid), C=1C=CC2=C(C1)N=NN2O (HOBT), COCCN (methoxyethylamine), CCN=C=NCCCN(C)C.Cl (WSC hydrochloride). Yields the product ClC=1N=C(NC1CC)C(=O)N[C@@H]1[C@@H](CN(CC1)C=1SC(=C(N1)C(NCCOC)=O)C(=O)OCC)OCCC (Ethyl cis(±)-2-(4-{[(4-chloro-5-ethyl-1H-imidazol-2-yl)carbonyl]amino}-3-propoxypiperidin-1-yl)-4-[(methoxyethyl)carbamoyl]-1,3-thiazole-5-carboxylate). The yield is 63.0%. As a reaction SMILES: [Cl:1][C:2]1[N:3]=[C:4]([C:9]([NH:11][C@H:12]2[CH2:17][CH2:16][N:15]([C:18]3[S:19][C:20]([C:26]([O:28][CH2:29][CH3:30])=[O:27])=[C:21]([C:23]([OH:25])=O)[N:22]=3)[CH2:14][C@H:13]2[O:31][CH2:32][CH2:33][CH3:34])=[O:10])[NH:5][C:6]=1[CH2:7][CH3:8].[CH3:35][O:36][CH2:37][CH2:38][NH2:39].CCN=C=NCCCN(C)C.Cl.C1C=CC2N(O)N=NC=2C=1>>[Cl:1][C:2]1[N:3]=[C:4]([C:9]([NH:11][C@H:12]2[CH2:17][CH2:16][N:15]([C:18]3[S:19][C:20]([C:26]([O:28][CH2:29][CH3:30])=[O:27])=[C:21]([C:23](=[O:25])[NH:39][CH2:38][CH2:37][O:36][CH3:35])[N:22]=3)[CH2:14][C@H:13]2[O:31][CH2:32][CH2:33][CH3:34])=[O:10])[NH:5][C:6]=1[CH2:7][CH3:8] |f:2.3|. Procedure details: The same operation as in Example (1g) was performed using cis(±)-2-(4-{[(4-chloro-5-ethyl-1H-imidazol-2-yl)carbonyl]amino}-3-propoxypiperidin-1-yl)-5-(ethoxycarbonyl)-1,3-thiazole-4-carboxylic acid obtained in Example (74c) (222 mg, 0.43 mmol), methoxyethylamine (0.1 mL, 1.15 mmol), WSC hydrochloride (260 mg, 1.36 mmol) and HOBT (55 mg, 0.41 mmol), to obtain 154.6 mg of the title compound as a white solid (63%).